Dataset: the Open Reaction Database (ORD), a public repository of structured organic reaction records. Task: describe an organic reaction: reactants, conditions, products, and yield Starting materials: ClCCl, O=C(O)C(F)(F)F, O, COc1cccc(C(O)C(C)NC(=O)OC(C)(C)C)c1. Product: COc1cccc(C(O)C(C)N)c1. As a reaction SMILES: [Cl:29][CH2:30][Cl:31].[F:22][C:23]([F:24])([F:25])[C:26]([OH:27])=[O:28].[OH2:21].[OH:1][CH:2]([CH:3]([CH3:4])[NH:5][C:6](=[O:7])[O:8][C:9]([CH3:10])([CH3:11])[CH3:12])[c:13]1[cH:14][c:15]([O:19][CH3:20])[cH:16][cH:17][cH:18]1>>[OH:1][CH:2]([CH:3]([CH3:4])[NH2:5])[c:13]1[cH:14][c:15]([O:19][CH3:20])[cH:16][cH:17][cH:18]1. Solvent: C1=CC=CC=C1 (benzene). Reactants: C(C1=CC=CC=C1)(C1=CC=CC=C1)NCCCC(=O)OCC (ethyl 4-benzhydrylaminobutyrate), C(C)(C)N(CC)C(C)C (diisopropylethylamine), C(CC)(=O)Cl (propionyl chloride). Reaction SMILES: [CH:1]([NH:14][CH2:15][CH2:16][CH2:17][C:18]([O:20][CH2:21][CH3:22])=[O:19])([C:8]1[CH:13]=[CH:12][CH:11]=[CH:10][CH:9]=1)[C:2]1[CH:7]=[CH:6][CH:5]=[CH:4][CH:3]=1.C(N(C(C)C)CC)(C)C.[C:32](Cl)(=[O:35])[CH2:33][CH3:34]>C1C=CC=CC=1>[C:32]([N:14]([CH:1]([C:8]1[CH:9]=[CH:10][CH:11]=[CH:12][CH:13]=1)[C:2]1[CH:3]=[CH:4][CH:5]=[CH:6][CH:7]=1)[CH2:15][CH2:16][CH2:17][C:18]([O:20][CH2:21][CH3:22])=[O:19])(=[O:35])[CH2:33][CH3:34]. Reported procedure: Analogously to Example 19, 9.0 g of ethyl 4-benzhydrylaminobutyrate and 4.3 g of diisopropylethylamine in 100 ml of benzene are reacted with 3.1 g of propionyl chloride. The reaction product is recrystallized from ethyl acetate/ligroin (1:1) to obtain 9.9 g (92.5% of theory) of ethyl N-propionyl-4-benzhydrylaminobutyrate (M.P. 83° to 85°). Yield: 92.6%. Product: C(CC)(=O)N(CCCC(=O)OCC)C(C1=CC=CC=C1)C1=CC=CC=C1 (ethyl N-propionyl-4-benzhydrylaminobutyrate).